From a dataset of the Open Reaction Database (ORD), a public repository of structured organic reaction records. describe an organic reaction: reactants, conditions, products, and yield Starting materials: C(#N)C=1C=C(CO)C=CC1OC (3-cyano-4-methoxybenzyl alcohol), P(Br)(Br)Br (phosphorus tribromide). Run in ClCCl (dichloromethane). Run at temperature 0 celsius, time 3 hour. The product is C(#N)C=1C=C(CBr)C=CC1OC (3-cyano-4-methoxybenzyl bromide). RXN SMILES: [C:1]([C:3]1[CH:4]=[C:5]([CH:8]=[CH:9][C:10]=1[O:11][CH3:12])[CH2:6]O)#[N:2].P(Br)(Br)[Br:14]>ClCCl>[C:1]([C:3]1[CH:4]=[C:5]([CH:8]=[CH:9][C:10]=1[O:11][CH3:12])[CH2:6][Br:14])#[N:2]. Procedure: To a solution of 3-cyano-4-methoxybenzyl alcohol (500 mg) in dichloromethane (5 mL) was added phosphorus tribromide (0.146 mL) under ice-water cooling. The mixture was stirred at 0° C. for 3 hours and partitioned between chloroform and water. The separated organic layer was washed successively with water, an aqueous saturated sodium bicarbonate solution and brine. The organic layer was dried over magnesium sulfate and evaporated in vacuo. The residual solid was triturated with diisopropyl ether ... Procedure details: To a 1 dram pressure vial containing 1-benzyl-N,N-dipropyl-5-(trifluoromethyl)-1H-pyrazol-3-amine (597 mg, 1.83 mmol) in EtOH (9.2 mL) was added 10% Pd/C (585 mg, 5.50 mmol) followed by dropwise addition of formic acid (3.9 mL, 101.0 mmol). The vial was capped, and the resulting black reaction mixture was heated at 78° C. for 1 h. The reaction mixture was filtered through a pad of CELITE® and concentrated in vacuo to give the title compound (401 mg, 93%) as a white solid. 1H NMR (CDCl3) δ 5.58 (... Starting materials: C(C1=CC=CC=C1)N1N=C(C=C1C(F)(F)F)N(CCC)CCC (1-benzyl-N,N-dipropyl-5-(trifluoromethyl)-1H-pyrazol-3-amine), C(=O)O (formic acid). Reagents/catalysts: [Pd] (Pd/C). The product is C(CC)N(C1=NNC(=C1)C(F)(F)F)CCC (N,N-Dipropyl-5-(trifluoromethyl)-1H-pyrazol-3-amine). As a reaction SMILES: C([N:8]1[C:12]([C:13]([F:16])([F:15])[F:14])=[CH:11][C:10]([N:17]([CH2:21][CH2:22][CH3:23])[CH2:18][CH2:19][CH3:20])=[N:9]1)C1C=CC=CC=1.C(O)=O>CCO.[Pd]>[CH2:21]([N:17]([CH2:18][CH2:19][CH3:20])[C:10]1[CH:11]=[C:12]([C:13]([F:15])([F:16])[F:14])[NH:8][N:9]=1)[CH2:22][CH3:23]. The solvent is CCO (EtOH). Yield: 93.1%. Reaction conditions: temperature 78 celsius. The reactants are O=C([O-])[O-], CCOC(=O)Cc1ccc(NC(=O)c2cc(Br)oc2C)cc1, CC1(C)OB(c2ccc(O)cc2)OC1(C)C, CN(C)C=O, [Cs+], [Cs+]. Product: CCOC(=O)Cc1ccc(NC(=O)c2cc(-c3ccc(O)cc3)oc2C)cc1. RXN SMILES: [C:39](=[O:40])([O-:41])[O-:42].[CH2:1]([CH3:2])[O:3][C:4]([CH2:5][c:6]1[cH:7][cH:8][c:9]([NH:12][C:13](=[O:14])[c:15]2[c:16]([CH3:21])[o:17][c:18]([Br:20])[cH:19]2)[cH:10][cH:11]1)=[O:22].[CH3:23][C:24]1([CH3:25])[C:26]([CH3:27])([CH3:28])[O:29][B:30]([c:31]2[cH:32][cH:33][c:34]([OH:37])[cH:35][cH:36]2)[O:38]1.[CH3:45][N:46]([CH3:47])[CH:48]=[O:49].[Cs+:43].[Cs+:44]>>[CH2:1]([CH3:2])[O:3][C:4]([CH2:5][c:6]1[cH:7][cH:8][c:9]([NH:12][C:13](=[O:14])[c:15]2[c:16]([CH3:21])[o:17][c:18](-[c:31]3[cH:32][cH:33][c:34]([OH:37])[cH:35][cH:36]3)[cH:19]2)[cH:10][cH:11]1)=[O:22]. Reactants: COC(=O)C=1C(=NN2C1C=CC(=C2)Br)C(C)(C)C (6-bromo-2-tert-butyl-pyrazolo[1,5-a]pyridine-3-carboxylic acid methyl ester), [OH-].[Na+] (sodium hydroxide). The solvent is OS(=O)(=O)O (H2SO4), O (H2O). Yields the product BrC=1C=CC=2N(C1)N=C(C2)C(C)(C)C (6-bromo-2-tert-butyl-pyrazolo[1,5-a]pyridine). Yield: 41.4%. As a reaction SMILES: COC([C:5]1[C:6]([C:15]([CH3:18])([CH3:17])[CH3:16])=[N:7][N:8]2[CH:13]=[C:12]([Br:14])[CH:11]=[CH:10][C:9]=12)=O.[OH-].[Na+]>OS(O)(=O)=O.O>[Br:14][C:12]1[CH:11]=[CH:10][C:9]2[N:8]([N:7]=[C:6]([C:15]([CH3:18])([CH3:17])[CH3:16])[CH:5]=2)[CH:13]=1 |f:1.2|. Procedure details: A solution of 6-bromo-2-tert-butyl-pyrazolo[1,5-a]pyridine-3-carboxylic acid methyl ester (example 41, step 2) (1.1 g, 3.53 mmol) in H2SO4 (5 ml) and H2O (5 ml) was heated at 80° C. for 36 hours. The reaction mixture was neutralized with 2N sodium hydroxide and extracted with ethyl acetate (4×60 ml). The organic extracts were dried with sodium sulfate, filtered and evaporated to dryness. The crude product was purified by flash chromatography on silica gel (heptane:EtOAc 95:5→90:10). The desired ... Reactants: LaCl3, [Cl-].[NH4+] (ammonium chloride), C(=C)(C)[Mg]Br (isopropenylmagnesium bromide), CC(=CCCC(C)=O)C (6-methyl-5-hepten-2-one). Run in C1CCOC1 (THF). Reaction conditions: time 1 hour. Product: CC(C#CC)(CCC=C(C)C)O (4,8-dimethyl-7-nonen-2-yn-4-ol). Yield: 73.5%. RXN SMILES: [CH3:1][C:2]([CH3:9])=[CH:3][CH2:4][CH2:5][C:6](=[O:8])[CH3:7].[C:10]([Mg]Br)([CH3:12])=[CH2:11].[Cl-].[NH4+]>C1COCC1>[CH3:7][C:6]([OH:8])([CH2:5][CH2:4][CH:3]=[C:2]([CH3:9])[CH3:1])[C:11]#[C:10][CH3:12] |f:2.3|. Procedure: A solution of LaCl3.2LiCl (0.6 M in THF, 80 ml; 133 mmol) was added rapidly to neat 6-methyl-5-hepten-2-one (60.6 g; 480 mmol), at room temperature under nitrogen. After 1 hour, the reaction was cooled into an ice-water bath and a solution of isopropenylmagnesium bromide (0.5 M in THF; 800 ml; 400 mmol) was added over a 3 hour period. The reaction was then warmed up to room temperature and stirred for 3 hours. After cooling back to 0° C., a saturated aqueous ammonium chloride solution (500 ml) w... Reactants: O=C([O-])[O-], [Cs+], [Cs+], Oc1cccc(S(F)(F)(F)(F)F)c1, COC(=O)c1cc(S(C)(=O)=O)c(F)cc1C, CN(C)C=O. Product: COC(=O)c1cc(S(C)(=O)=O)c(Oc2cccc(S(F)(F)(F)(F)F)c2)cc1C. As a reaction SMILES: [C:30](=[O:31])([O-:32])[O-:33].[Cs+:34].[Cs+:35].[F:17][S:18]([c:19]1[cH:20][c:21]([OH:25])[cH:22][cH:23][cH:24]1)([F:26])([F:27])([F:28])[F:29].[F:1][c:2]1[cH:3][c:4]([CH3:16])[c:5]([C:6](=[O:7])[O:8][CH3:9])[cH:10][c:11]1[S:12](=[O:13])(=[O:14])[CH3:15].[O:36]=[CH:37][N:38]([CH3:39])[CH3:40]>>[c:2]1([O:25][c:21]2[cH:20][c:19]([S:18]([F:17])([F:26])([F:27])([F:28])[F:29])[cH:24][cH:23][cH:22]2)[cH:3][c:4]([CH3:16])[c:5]([C:6](=[O:7])[O:8][CH3:9])[cH:10][c:11]1[S:12](=[O:13])(=[O:14])[CH3:15]. Starting materials: BrN1C(CCC1=O)=O (N-bromosuccinimide), C(C1=CC=CC=C1)(=O)OOC(C1=CC=CC=C1)=O (dibenzoyl peroxide), C1(=CC=C(C=C1)C1=NN2C(C=CC=C2)=N1)C (2-(p-tolyl)-s-triazolo[1,5-a]pyridine). The solvent is C(Cl)(Cl)(Cl)Cl (carbon tetrachloride). Run at temperature 20 celsius. Yields the product BrCC1=CC=C(C=C1)C1=NN2C(C=CC=C2)=N1 (2-(p-Bromomethyl-phenyl)-s-triazolo[1,5-a]pyridine). RXN SMILES: [C:1]1([CH3:16])[CH:6]=[CH:5][C:4]([C:7]2[N:15]=[C:10]3[CH:11]=[CH:12][CH:13]=[CH:14][N:9]3[N:8]=2)=[CH:3][CH:2]=1.[Br:17]N1C(=O)CCC1=O.C(OOC(=O)C1C=CC=CC=1)(=O)C1C=CC=CC=1>C(Cl)(Cl)(Cl)Cl>[Br:17][CH2:16][C:1]1[CH:2]=[CH:3][C:4]([C:7]2[N:15]=[C:10]3[CH:11]=[CH:12][CH:13]=[CH:14][N:9]3[N:8]=2)=[CH:5][CH:6]=1. Reported procedure: 41.85 g of 2-(p-tolyl)-s-triazolo[1,5-a]pyridine (26) are dissolved at 50° C. in 1,200 ml of dry carbon tetrachloride. 37.4 g of N-bromosuccinimide and 1 g of dibenzoyl peroxide are then added and the mixture is warmed gradually to the boil while stirring well and with exposure to a 400 W lamp. The reaction mixture is kept under reflux for 4 hours and is then cooled to 20° C. and the product which has precipitated is filtered off with suction. The succinimide is removed by washing with a large a... Reactants: ClC=1C(=NC2=CC=C(C=C2N1)C(=O)OC)NN (methyl 3-chloro-2-hydrazinoquinoxaline-6-carboxylate), COC1=CC=C(C=O)C=C1 (4-methoxybenzaldehyde), C(C)(=O)O (acetic acid). Reagents/catalysts: C(C)(=O)[O-].[Cu+2].C(C)(=O)[O-] (copper(II) acetate). Run in O (Water). Run at time 3 hour. Product: COC1=CC=C(C=C1)C1=NN=C2N1C1=CC=C(C=C1NC2=O)C(=O)OC (methyl 1-(4-methoxyphenyl)-4-oxo-4,5-dihydro[1,2,4]triazolo[4,3-a]quinoxaline-7-carboxylate). As a reaction SMILES: Cl[C:2]1[C:3]([NH:16][NH2:17])=[N:4][C:5]2[C:10]([N:11]=1)=[CH:9][C:8]([C:12]([O:14][CH3:15])=[O:13])=[CH:7][CH:6]=2.[CH3:18][O:19][C:20]1[CH:27]=[CH:26][C:23]([CH:24]=O)=[CH:22][CH:21]=1.C(O)(=[O:30])C>C([O-])(=O)C.[Cu+2].C([O-])(=O)C.O>[CH3:18][O:19][C:20]1[CH:27]=[CH:26][C:23]([C:24]2[N:4]3[C:5]4[C:10]([NH:11][C:2](=[O:30])[C:3]3=[N:16][N:17]=2)=[CH:9][C:8]([C:12]([O:14][CH3:15])=[O:13])=[CH:7][CH:6]=4)=[CH:22][CH:21]=1 |f:3.4.5|. Reported procedure: A mixture of 6.00 g of methyl 3-chloro-2-hydrazinoquinoxaline-6-carboxylate, 2.9 mL of 4-methoxybenzaldehyde, and 150 mL of acetic acid was stirred at room temperature for 3 hours. To the reaction mixture was added 4.74 g of copper(II) acetate, followed by stirring at 100° C. for 3 hours. Water was added thereto at room temperature, and the precipitated solid was collected by filtration and dried under reduced pressure. The obtained mixture was purified by silica gel column chromatography (chlor... Starting materials: CC(C)OC(=O)/N=N/C(=O)OC(C)C (DIAD), C(C1=CC=CC=C1)OC(=O)N1CCC(CC1)C(CC)OC1=CC2=C(C3=NC(=CN3CCO2)C=2N(N=C(N2)C)C(C)C)C=C1 (4-{1-[2-(2-Isopropyl-5-methyl-2H-[1,2,4]triazol-3-yl)-4,5-dihydro-6-oxa-1,3a-diazabenzo[e]azulen-8-yloxy]propyl}piperidine-1-carboxylic acid benzylester), C(C1=CC=CC=C1)OC(=O)N1CCC(CC1)C(C)O (4-(1-hydroxyethyl)piperidine-1-carboxylic acid benzyl ester), C1(=CC=CC=C1)P(C1=CC=CC=C1)C1=CC=CC=C1 (triphenylphosphine). Solvent: O1CCOCC1 (dioxane), CCOC(=O)C (EtOAc). Reaction conditions: time 18 hour. The product is C(C1=CC=CC=C1)OC(=O)N1CCC(CC1)C(C)OC1=CC2=C(C3=NC(=CN3CCO2)C=2N(N=C(N2)C)C(C)C)C=C1 (4-{1-[2-(2-Isopropyl-5-methyl-2H-[1,2,4]triazol-3-yl)-4,5-dihydro-6-oxa-1,3a-diazabenzo[e]azulen-8-yloxy]ethyl}piperidine-1-carboxylic acid benzyl ester). The yield is 19.9%. As a reaction SMILES: [CH2:1]([O:8][C:9]([N:11]1[CH2:16][CH2:15][CH:14]([CH:17]([O:20][C:21]2[CH:43]=[CH:42][C:24]3[C:25]4[N:29]([CH2:30][CH2:31][O:32][C:23]=3[CH:22]=2)[CH:28]=[C:27]([C:33]2[N:34]([CH:39]([CH3:41])[CH3:40])[N:35]=[C:36]([CH3:38])[N:37]=2)[N:26]=4)[CH2:18]C)[CH2:13][CH2:12]1)=[O:10])[C:2]1[CH:7]=[CH:6][CH:5]=[CH:4][CH:3]=1.C(OC(N1CCC(C(O)C)CC1)=O)C1C=CC=CC=1.C1(P(C2C=CC=CC=2)C2C=CC=CC=2)C=CC=CC=1.CC(OC(/N=N/C(OC(C)C)=O)=O)C>O1CCOCC1.CCOC(C)=O>[CH2:1]([O:8][C:9]([N:11]1[CH2:12][CH2:13][CH:14]([CH:17]([O:20][C:21]2[CH:43]=[CH:42][C:24]3[C:25]4[N:29]([CH2:30][CH2:31][O:32][C:23]=3[CH:22]=2)[CH:28]=[C:27]([C:33]2[N:34]([CH:39]([CH3:40])[CH3:41])[N:35]=[C:36]([CH3:38])[N:37]=2)[N:26]=4)[CH3:18])[CH2:15][CH2:16]1)=[O:10])[C:2]1[CH:7]=[CH:6][CH:5]=[CH:4][CH:3]=1. Procedure details: To a suspension of 2-(2-isopropyl-5-methyl-2H-[1,2,4]triazol-3-yl)-4,5-dihydro-6-oxa-1,3a-diazabenzo[e]azulen-8-ol from Example 4 (400 mg, 1.23 mmol), 4-(1-hydroxyethyl)piperidine-1-carboxylic acid benzyl ester (487 mg, 1.85 mmol) and triphenylphosphine (548 mg, 2.09 mmol) in dioxane (7 mL) was added dropwise DIAD (410 ul, 2.09 mmol) and the reaction mixture was stirred at RT for 18 h. The mixture was then diluted with EtOAc and washed with aq. NaOH (1N). The aqueous phase was extracted with EtO...